This data is from the Open Reaction Database (ORD), a public repository of structured organic reaction records. The task is: describe an organic reaction: reactants, conditions, products, and yield The reactants are CCOC(=O)c1cn(C)c2nc3c(F)c(F)c(F)cc3cc2c1=O, CS(C)=O, O, c1ccc(C2CNCCN2)cc1. Product: CCOC(=O)c1cn(C)c2nc3c(F)c(N4CCNC(c5ccccc5)C4)c(F)cc3cc2c1=O. RXN SMILES: [CH2:1]([CH3:2])[O:3][C:4](=[O:5])[c:6]1[c:7](=[O:24])[c:8]2[cH:9][c:10]3[c:11]([n:12][c:13]2[n:14]([CH3:16])[cH:15]1)[c:17]([F:23])[c:18]([F:22])[c:19]([F:21])[cH:20]3.[CH3:38][S:39](=[O:40])[CH3:41].[OH2:37].[c:25]1([CH:31]2[NH:32][CH2:33][CH2:34][NH:35][CH2:36]2)[cH:26][cH:27][cH:28][cH:29][cH:30]1>>[CH2:1]([CH3:2])[O:3][C:4](=[O:5])[c:6]1[c:7](=[O:24])[c:8]2[cH:9][c:10]3[c:11]([n:12][c:13]2[n:14]([CH3:16])[cH:15]1)[c:17]([F:23])[c:18]([N:35]1[CH2:34][CH2:33][NH:32][CH:31]([c:25]2[cH:26][cH:27][cH:28][cH:29][cH:30]2)[CH2:36]1)[c:19]([F:21])[cH:20]3. RXN SMILES: [CH2:15]([CH3:16])[N:17]([C:18](=[O:19])[Cl:20])[CH2:21][CH3:22].[CH3:1][c:2]1[c:3]([S:9][c:10]2[n:11][nH:12][cH:13][n:14]2)[c:4]([CH3:8])[cH:5][cH:6][cH:7]1.[cH:23]1[cH:24][cH:25][n:26][cH:27][cH:28]1>>[CH3:1][c:2]1[c:3]([S:9][c:10]2[n:11][n:12]([C:18]([N:17]([CH2:15][CH3:16])[CH2:21][CH3:22])=[O:19])[cH:13][n:14]2)[c:4]([CH3:8])[cH:5][cH:6][cH:7]1. The product is CCN(CC)C(=O)n1cnc(Sc2c(C)cccc2C)n1. Reactants: CCN(CC)C(=O)Cl, Cc1cccc(C)c1Sc1nc[nH]n1, c1ccncc1.